From a dataset of the Open Reaction Database (ORD), a public repository of structured organic reaction records. describe an organic reaction: reactants, conditions, products, and yield Reactants: N#CCc1ccccc1, [H][H]. RXN SMILES: [CH2:1]([c:2]1[cH:3][cH:4][cH:5][cH:6][cH:7]1)[C:8]#[N:9].[H:10][H:11]>>[CH2:1]([c:2]1[cH:3][cH:4][cH:5][cH:6][cH:7]1)[CH2:8][NH2:9]. Product: NCCc1ccccc1. Starting materials: COC1=CC(=C(N)C=C1)[N+](=O)[O-] (4-methoxy-2-nitroaniline), C(C)(C)(C)C=1C=C(C(=O)O)C=C(C1O)C(C)(C)C (3,5-di-t-butyl-4-hydroxybenzoic acid), C1(CCCCC1)N=C=NC1CCCCC1 (dicyclohexylcarbodiimide). Run in ClCCl (dichloromethane). Product: COC1=CC(=C(C=C1)C1=C(C(=O)N)C=C(C(=C1C(C)(C)C)O)C(C)(C)C)[N+](=O)[O-] (4-methoxy-2-nitrophenyl-3,5-di-t-butyl-4-hydroxybenzamide). The yield is 39.0%. RXN SMILES: [CH3:1][O:2][C:3]1[CH:9]=[CH:8][C:6](N)=[C:5]([N+:10]([O-:12])=[O:11])[CH:4]=1.[C:13]([C:17]1[CH:18]=[C:19]([CH:23]=[C:24]([C:27]([CH3:30])([CH3:29])[CH3:28])[C:25]=1[OH:26])[C:20](O)=[O:21])([CH3:16])([CH3:15])[CH3:14].C1([N:37]=C=NC2CCCCC2)CCCCC1>ClCCl>[CH3:1][O:2][C:3]1[CH:9]=[CH:8][C:6]([C:18]2[C:17]([C:13]([CH3:16])([CH3:15])[CH3:14])=[C:25]([OH:26])[C:24]([C:27]([CH3:30])([CH3:29])[CH3:28])=[CH:23][C:19]=2[C:20]([NH2:37])=[O:21])=[C:5]([N+:10]([O-:12])=[O:11])[CH:4]=1. Reported procedure: 4-methoxy-2-nitroaniline (1.68 g), 3,5-di-t-butyl-4-hydroxybenzoic acid (2.50 g) and dicyclohexylcarbodiimide (2.06 g) were stirred in dichloromethane (12 ml) at room temperature for 6 days. After filtering off the insolubles and distilling off the solvent, the residue was purified by a silica gel column chromatography (hexane:ethyl acetate=20:1) and crystallized from hexane-ethyl acetate to give N-(4-methoxy-2-nitrophenyl-3,5-di-t-butyl-4-hydroxybenzamide (1.56 g, 39%). RXN SMILES: [Cl:28][CH2:29][Cl:30].[F:21][C:22]([C:23](=[O:24])[OH:25])([F:26])[F:27].[NH2:1][c:2]1[c:3]([CH2:15][NH:16][C:17]([CH2:18][CH3:19])=[O:20])[cH:4][c:5]([C:6](=[O:7])[O:8][C:9]([CH3:10])([CH3:11])[CH3:12])[cH:13][cH:14]1>>[F:21][C:22]([C:23](=[O:24])[OH:25])([F:26])[F:27].[NH2:1][c:2]1[c:3]([CH2:15][NH:16][C:17]([CH2:18][CH3:19])=[O:20])[cH:4][c:5]([C:6](=[O:7])[OH:8])[cH:13][cH:14]1. Product: O=C(O)C(F)(F)F, CCC(=O)NCc1cc(C(=O)O)ccc1N. The reactants are ClCCl, O=C(O)C(F)(F)F, CCC(=O)NCc1cc(C(=O)OC(C)(C)C)ccc1N. Reactants: COc1ccc(Br)c(N(CC2COC(=O)O2)C(=O)C(C)(C)C)n1, C=CC(=O)OCCCC, C1COCCO1, O=C(C=Cc1ccccc1)C=Cc1ccccc1, O=C(C=Cc1ccccc1)C=Cc1ccccc1, O=C(C=Cc1ccccc1)C=Cc1ccccc1, O, [Pd], [Pd]. The product is CCCCOC(=O)C=Cc1ccc(OC)nc1N(CC1COC(=O)O1)C(=O)C(C)(C)C. As a reaction SMILES: [Br:1][c:2]1[c:3]([N:10]([C:11]([C:12]([CH3:13])([CH3:14])[CH3:15])=[O:16])[CH2:17][CH:18]2[O:19][C:20](=[O:23])[O:21][CH2:22]2)[n:4][c:5]([O:8][CH3:9])[cH:6][cH:7]1.[C:24]([CH:25]=[CH2:26])(=[O:27])[O:28][CH2:29][CH2:30][CH2:31][CH3:32].[CH2:34]1[O:35][CH2:36][CH2:37][O:38][CH2:39]1.[O:42]=[C:43]([CH:44]=[CH:45][c:46]1[cH:47][cH:48][cH:49][cH:50][cH:51]1)[CH:52]=[CH:53][c:54]1[cH:55][cH:56][cH:57][cH:58][cH:59]1.[O:60]=[C:61]([CH:62]=[CH:63][c:64]1[cH:65][cH:66][cH:67][cH:68][cH:69]1)[CH:70]=[CH:71][c:72]1[cH:73][cH:74][cH:75][cH:76][cH:77]1.[O:78]=[C:79]([CH:80]=[CH:81][c:82]1[cH:83][cH:84][cH:85][cH:86][cH:87]1)[CH:88]=[CH:89][c:90]1[cH:91][cH:92][cH:93][cH:94][cH:95]1.[OH2:33].[Pd:40].[Pd:41]>>[c:2]1([CH:26]=[CH:25][C:24](=[O:27])[O:28][CH2:29][CH2:30][CH2:31][CH3:32])[c:3]([N:10]([C:11]([C:12]([CH3:13])([CH3:14])[CH3:15])=[O:16])[CH2:17][CH:18]2[O:19][C:20](=[O:23])[O:21][CH2:22]2)[n:4][c:5]([O:8][CH3:9])[cH:6][cH:7]1. The reactants are [H-].[H-].[H-].[H-].[Li+].[Al+3] (LAH), N(=[N+]=[N-])C(CC(=O)N(CCCC)CCCC)(C)C (3-Azido-N,N-dibutyl-3-methylbutanamide). The solvent is C1CCOC1 (THF), C1CCOC1 (THF). Conditions: temperature 70 celsius, time 17 hour. The product is C(CCC)N(CCC(C)(N)C)CCCC (N1,N1-Dibutyl-3-methylbutane-1,3-diamine). The yield is 77.0%. As a reaction SMILES: [N:1]([C:4]([CH3:18])([CH3:17])[CH2:5][C:6]([N:8]([CH2:13][CH2:14][CH2:15][CH3:16])[CH2:9][CH2:10][CH2:11][CH3:12])=O)=[N+]=[N-].[H-].[H-].[H-].[H-].[Li+].[Al+3]>C1COCC1>[CH2:9]([N:8]([CH2:13][CH2:14][CH2:15][CH3:16])[CH2:6][CH2:5][C:4]([CH3:18])([NH2:1])[CH3:17])[CH2:10][CH2:11][CH3:12] |f:1.2.3.4.5.6|. Procedure: 3-Azido-N,N-dibutyl-3-methylbutanamide (16.0 g, 61.8 mmol) was dissolved into anhdrous THF (100 mL, 0.2 M) and added dropwise to a suspension of LAH (4.60 g, 2.0 equiv, 0.124 mol) in anhydrous THF (150 mL) over 25 min. After complete addition, the flask was fitted with a condenser and the reaction heated in a 70° C. oil bath for 8 h. The reaction mixture was removed from the bath and stirred at room temperature for 17 h. The reaction mixture was cooled in an ice bath and water (4.6 mL) was added...